This data is from the Open Reaction Database (ORD), a public repository of structured organic reaction records. The task is: describe an organic reaction: reactants, conditions, products, and yield Reactants: [Mg] (magnesium), COC1=C(C=CC=C1)C=1OCC(N1)(C)C (2-(2-methoxyphenyl)-4,4-dimethyl-2-oxazoline), IC1=CC=C(C=C1)CCCC (p-iodo-n-butylbenzene), II (iodine), BrC(C)Br (dibromoethane), ICCCCC1=CC=CC=C1 (p-Iodo n-butylbenzene). Solvent: O1CCCC1 (tetrahydrofuran), O1CCCC1 (tetrahydrofuran), O (water). Run at time 1 hour. Product: CC1(N=C(OC1)C1=C(C=CC=C1)C1=CC=C(C=C1)CCCC)C (2-(4,4-dimethyl-2-oxazolin-2-yl)-4'-n-butylbiphenyl). The yield is 25.0%. Reaction SMILES: [Mg].CO[C:4]1[CH:9]=[CH:8][CH:7]=[CH:6][C:5]=1[C:10]1[O:11][CH2:12][C:13]([CH3:16])([CH3:15])[N:14]=1.II.BrC(Br)C.I[CH2:24][CH2:25][CH2:26][CH2:27][C:28]1[CH:33]=[CH:32][CH:31]=[CH:30][CH:29]=1.IC1C=CC(CCCC)=CC=1>O1CCCC1.O>[CH3:15][C:13]1([CH3:16])[CH2:12][O:11][C:10]([C:5]2[CH:6]=[CH:7][CH:8]=[CH:9][C:4]=2[C:31]2[CH:32]=[CH:33][C:28]([CH2:27][CH2:26][CH2:25][CH3:24])=[CH:29][CH:30]=2)=[N:14]1. Procedure details: A mechanically stirred solution of magnesium turnings (Mallinckrodt, for Grignard's reaction, 3.75 g., 0.154 mole) and 2-(2-methoxyphenyl)-4,4-dimethyl-2-oxazoline (30 g, 0.146 mole) in 50 mL dry tetrahydrofuran under nitrogen was prepared. To this was added a crystal of iodine, 1 mL of dibromoethane and 2 mL of neat p-Iodo n-butylbenzene to initiate the Grignard reaction. After warming to initiate the reaction, the remainder of the p-iodo-n-butylbenzene (40 g, 0.154 mole) in 50 mL dry tetrahydr... Starting materials: CCO, CC(C)=O, CNCCC(=O)c1cccs1, Cl, [Na+], [OH-], O. Yields the product CNCCC(O)c1cccs1. Reaction SMILES: [CH3:13][CH2:14][OH:15].[CH3:18][C:19](=[O:20])[CH3:21].[CH3:2][NH:3][CH2:4][CH2:5][C:6](=[O:7])[c:8]1[s:9][cH:10][cH:11][cH:12]1.[ClH:1].[Na+:17].[OH-:16].[OH2:22]>>[CH3:2][NH:3][CH2:4][CH2:5][CH:6]([OH:7])[c:8]1[s:9][cH:10][cH:11][cH:12]1. Reactants: Cc1ccc(S(=O)(=O)OCC2C=Cc3cc(F)cc(-c4ccccc4-c4ccccc4)c3O2)cc1, CCO, CCOC(C)=O, O=[Pt]=O. The product is Cc1ccc(S(=O)(=O)OCC2CCc3cc(F)cc(-c4ccccc4-c4ccccc4)c3O2)cc1. Reaction SMILES: [CH3:1][c:2]1[cH:3][cH:4][c:5]([S:8](=[O:9])(=[O:10])[O:11][CH2:12][CH:13]2[O:14][c:15]3[c:16](-[c:24]4[c:25](-[c:30]5[cH:31][cH:32][cH:33][cH:34][cH:35]5)[cH:26][cH:27][cH:28][cH:29]4)[cH:17][c:18]([F:23])[cH:19][c:20]3[CH:21]=[CH:22]2)[cH:6][cH:7]1.[CH3:36][CH2:37][OH:38].[CH3:39][CH2:40][O:41][C:42](=[O:43])[CH3:44].[Pt:45](=[O:46])=[O:47]>>[CH3:1][c:2]1[cH:3][cH:4][c:5]([S:8](=[O:9])(=[O:10])[O:11][CH2:12][CH:13]2[O:14][c:15]3[c:16](-[c:24]4[c:25](-[c:30]5[cH:31][cH:32][cH:33][cH:34][cH:35]5)[cH:26][cH:27][cH:28][cH:29]4)[cH:17][c:18]([F:23])[cH:19][c:20]3[CH2:21][CH2:22]2)[cH:6][cH:7]1.